Task: describe an organic reaction: reactants, conditions, products, and yield. Dataset: the Open Reaction Database (ORD), a public repository of structured organic reaction records Starting materials: FC=1C=C(COC2=NC=C(C=C2)[N+](=O)[O-])C=CC1 (2-(3-Fluoro-benzyloxy)-5-nitro-pyridine). Reagents/catalysts: [Fe] (Fe). Run in CC(=O)O.CCOC(=O)C (HOAc EtOAc). Conditions: temperature 70 celsius. Product: FC=1C=C(COC2=CC=C(C=N2)N)C=CC1 (6-(3-Fluoro-benzyloxy)-pyridin-3-ylamine). The yield is 87.9%. As a reaction SMILES: [F:1][C:2]1[CH:3]=[C:4]([CH:16]=[CH:17][CH:18]=1)[CH2:5][O:6][C:7]1[CH:12]=[CH:11][C:10]([N+:13]([O-])=O)=[CH:9][N:8]=1>CC(O)=O.CCOC(C)=O.[Fe]>[F:1][C:2]1[CH:3]=[C:4]([CH:16]=[CH:17][CH:18]=1)[CH2:5][O:6][C:7]1[N:8]=[CH:9][C:10]([NH2:13])=[CH:11][CH:12]=1 |f:1.2|. Procedure details: A mixture of 13A (132 mg, 0.53 mmol) and Fe powder (238 mg, 4.25 mmol) in HOAc/EtOAc (1/1) (2.4 ml) was heated at 70° C. for 2.5 h. The mixture was cooled to rt, filtered through a 1″ celite pad and rinsed with HOAc/EtOAc (1/1) (4×8 ml). The filtrate was concentrated in vacuo. The residue was diluted with 1N NaOH (25 ml), extracted with EtOAc (2×60 ml) and the combined EtOAc extracts were washed with brine (1×20 ml), dried (MgSO4), filtered and concentrated in vacuo to give 13B (101.7 mg, 78% pu...